The task is: describe an organic reaction: reactants, conditions, products, and yield. This data is from the Open Reaction Database (ORD), a public repository of structured organic reaction records. Reactants: CC(=O)[O-], CC(=O)[O-], ClCCl, [Cu+2], O=C(CC(=O)Nc1ccc(O)c(F)c1)Nc1ccc(F)cc1, c1ccncc1, OB(O)c1ccncc1. Yields the product O=C(CC(=O)Nc1ccc(Oc2ccncc2)c(F)c1)Nc1ccc(F)cc1. Reaction SMILES: [C:38]([O-:39])(=[O:40])[CH3:41].[C:43]([O-:44])(=[O:45])[CH3:46].[CH2:47]([Cl:48])[Cl:49].[Cu+2:42].[F:1][c:2]1[cH:3][c:4]([NH:9][C:10]([CH2:11][C:12](=[O:13])[NH:14][c:15]2[cH:16][cH:17][c:18]([F:21])[cH:19][cH:20]2)=[O:22])[cH:5][cH:6][c:7]1[OH:8].[cH:32]1[cH:33][cH:34][n:35][cH:36][cH:37]1.[n:23]1[cH:24][cH:25][c:26]([B:29]([OH:30])[OH:31])[cH:27][cH:28]1>>[F:1][c:2]1[cH:3][c:4]([NH:9][C:10]([CH2:11][C:12](=[O:13])[NH:14][c:15]2[cH:16][cH:17][c:18]([F:21])[cH:19][cH:20]2)=[O:22])[cH:5][cH:6][c:7]1[O:8][c:26]1[cH:25][cH:24][n:23][cH:28][cH:27]1. Reactants: CCC(NS(=O)C(C)(C)C)c1cc(Br)no1, CO, Cl, C1COCCO1. The product is CCC(N)c1cc(Br)no1, Cl. Reaction SMILES: [Br:1][c:2]1[n:3][o:4][c:5]([CH:7]([CH2:8][CH3:9])[NH:10][S:11]([C:12]([CH3:13])([CH3:14])[CH3:15])=[O:16])[cH:6]1.[CH3:24][OH:25].[ClH:17].[O:18]1[CH2:19][CH2:20][O:21][CH2:22][CH2:23]1>>[Br:1][c:2]1[n:3][o:4][c:5]([CH:7]([CH2:8][CH3:9])[NH2:10])[cH:6]1.[ClH:17]. Reactants: CNC, CC#N, O=C(CCl)Nc1cn2nc(Oc3cccc(NC(=O)c4cccc(C(F)(F)F)c4)c3)ccc2n1, [Na+], O=C([O-])O. The product is CN(C)CC(=O)Nc1cn2nc(Oc3cccc(NC(=O)c4cccc(C(F)(F)F)c4)c3)ccc2n1. Reaction SMILES: [CH3:35][NH:36][CH3:37].[CH3:43][C:44]#[N:45].[Cl:1][CH2:2][C:3](=[O:4])[NH:5][c:6]1[n:7][c:8]2[n:9]([n:10][c:11]([O:14][c:15]3[cH:16][c:17]([NH:21][C:22]([c:23]4[cH:24][c:25]([C:29]([F:30])([F:31])[F:32])[cH:26][cH:27][cH:28]4)=[O:33])[cH:18][cH:19][cH:20]3)[cH:12][cH:13]2)[cH:34]1.[Na+:38].[OH:39][C:40](=[O:41])[O-:42]>>[CH2:2]([C:3](=[O:4])[NH:5][c:6]1[n:7][c:8]2[n:9]([n:10][c:11]([O:14][c:15]3[cH:16][c:17]([NH:21][C:22]([c:23]4[cH:24][c:25]([C:29]([F:30])([F:31])[F:32])[cH:26][cH:27][cH:28]4)=[O:33])[cH:18][cH:19][cH:20]3)[cH:12][cH:13]2)[cH:34]1)[N:36]([CH3:35])[CH3:37]. The reactants are C(C)OC(=O)C=1NC2=CC=C(C=C2C1I)Br (5-Bromo-3-iodoindole-2-carboxylic acid ethyl ester), C(C)(C)OC1=CC=C(C=C1)B(O)O (4-isopropoxyphenylboronic acid). Product: C(C)OC(=O)C=1N(C2=CC=C(C=C2C1I)Br)C1=CC=C(C=C1)OC(C)C (5-Bromo-3-iodo-1-(4-isopropoxyphenyl)indole-2-carboxylic acid ethyl ester). As a reaction SMILES: [CH2:1]([O:3][C:4]([C:6]1[NH:7][C:8]2[C:13]([C:14]=1[I:15])=[CH:12][C:11]([Br:16])=[CH:10][CH:9]=2)=[O:5])[CH3:2].[CH:17]([O:20][C:21]1[CH:26]=[CH:25][C:24](B(O)O)=[CH:23][CH:22]=1)([CH3:19])[CH3:18]>>[CH2:1]([O:3][C:4]([C:6]1[N:7]([C:24]2[CH:25]=[CH:26][C:21]([O:20][CH:17]([CH3:19])[CH3:18])=[CH:22][CH:23]=2)[C:8]2[C:13]([C:14]=1[I:15])=[CH:12][C:11]([Br:16])=[CH:10][CH:9]=2)=[O:5])[CH3:2]. Procedure: The sub-title compound was prepared in accordance with step (b) Example I from 5-bromo-3-iodoindole-2-carboxylic acid ethyl ester (see step (a) above) and 4-isopropoxyphenylboronic acid. Reactants: Formula 107a, C(C1=CC=CC=C1)OC(NC(C(C)C)C=1N(C(C2=C(N1)C=CN=C2)=O)CC2=CC=CC=C2)=O ([1-(3-Benzyl-4-oxo-3,4-dihydro-pyrido[4,3-d]pyrimidin-2-yl)-2-methyl-propyl]-carbamic acid benzyl ester). The solvent is Br.C(C)(=O)O (HBr acetic acid). Run at time 2 hour. Yields the product Formula 107a, NC(C(C)C)C=1N(C(C2=C(N1)C=CN=C2)=O)CC2=CC=CC=C2 (2-(1-amino-2-methyl-propyl)-3-benzyl-3H-pyrido[4,3-d]pyrimidin-4-one). Reaction SMILES: C(OC(=O)[NH:10][CH:11]([C:15]1[N:16]([CH2:26][C:27]2[CH:32]=[CH:31][CH:30]=[CH:29][CH:28]=2)[C:17](=[O:25])[C:18]2[CH:24]=[N:23][CH:22]=[CH:21][C:19]=2[N:20]=1)[CH:12]([CH3:14])[CH3:13])C1C=CC=CC=1>Br.C(O)(=O)C>[NH2:10][CH:11]([C:15]1[N:16]([CH2:26][C:27]2[CH:32]=[CH:31][CH:30]=[CH:29][CH:28]=2)[C:17](=[O:25])[C:18]2[CH:24]=[N:23][CH:22]=[CH:21][C:19]=2[N:20]=1)[CH:12]([CH3:14])[CH3:13] |f:1.2|. Procedure details: Formula 107a where R1, R3 and R4 are H; R5 is Benzyl; R6 is Isopropyl; R6′ is H; W, Y and Z are —C═; and X is —N═: [1-(3-Benzyl-4-oxo-3,4-dihydro-pyrido[4,3-d]pyrimidin-2-yl)-2-methyl-propyl]-carbamic acid benzyl ester (0.850 g, 1.92 mmol) was dissolved in a solution of HBr/acetic acid (16 mL, 30% wt) and the mixture stirred for 2 hours at room temperature. The solvents were removed under reduced pressure to give the corresponding de-protected amine of Formula 107a, 2-(1-amino-2-methyl-propyl)-3... Reactants: COC=1C=C(C=C(C1)OCC(C)C)O (3-methoxy-5-isobutoxy-phenol), ClCCC(C)(C)Cl (1,3-dichloro-3-methyl-butane), ClC1=C(C(C(=C(C1=O)C#N)C#N)=O)Cl (DDQ). Reagents/catalysts: C/C(=C/C(=O)C)/[O-].C/C(=C/C(=O)C)/[O-].[Ni+2] (bis-(acetyl-acetonato)-nickel). Reaction conditions: temperature 125 celsius, time 60 hour. Yields the product COC1=C2C=CC(OC2=CC(=C1)OCC(C)C)(C)C (5-methoxy-7-isobutoxy-2,2-dimethyl-2H-chromene). The yield is 69.0%. Reaction SMILES: [CH3:1][O:2][C:3]1[CH:4]=[C:5]([OH:14])[CH:6]=[C:7]([O:9][CH2:10][CH:11]([CH3:13])[CH3:12])[CH:8]=1.Cl[CH2:16][CH2:17][C:18](Cl)([CH3:20])[CH3:19].ClC1C(=O)C(C#N)=C(C#N)C(=O)C=1Cl>C/C(/[O-])=C/C(C)=O.C/C(/[O-])=C/C(C)=O.[Ni+2]>[CH3:1][O:2][C:3]1[CH:8]=[C:7]([O:9][CH2:10][CH:11]([CH3:12])[CH3:13])[CH:6]=[C:5]2[C:4]=1[CH:16]=[CH:17][C:18]([CH3:20])([CH3:19])[O:14]2 |f:3.4.5|. Procedure: A mixture of 3.9 g (20 millimoles) of 3-methoxy-5-isobutoxy-phenol, 2.8 g (20 millimoles) of 1,3-dichloro-3-methyl-butane and 0.26 g (1 millimole) of bis-(acetyl-acetonato)-nickel is heated at 125° C. for 8 hours. The mixture is cooled, the solvent removed, the residue taken up in 40 ml of anhydrous benzene and 0.8 g (3.5 millimoles) of DDQ (dichloro-dicyano-benzoquinone) are added. The mixture is heated to boiling for 60 hours. The solution is filtered, the filtrate evaporated and the residue p... The reactants are C1(CC1)NC1=C2N=CN(C2=NC(=N1)C(F)(F)F)C1=CC=C(C=C1)C(=O)OC (6-Cyclopropylamino-9-(4-methoxycarbonylphenyl)-2-trifluoromethylpurine), [OH-].[K+] (KOH), FC(C(=O)O)(F)F (trifluoroacetic acid). The solvent is CO (methanol). Conditions: time 14 hour. Yields the product C(=O)(O)C1=CC=C(C=C1)N1C2=NC(=NC(=C2N=C1)NC1CC1)C(F)(F)F (9-(4-carboxyphenyl)-6-cyclopropylamino-2-trifluoromethylpurine). Isolated yield 72.7%. As a reaction SMILES: [CH:1]1([NH:4][C:5]2[N:13]=[C:12]([C:14]([F:17])([F:16])[F:15])[N:11]=[C:10]3[C:6]=2[N:7]=[CH:8][N:9]3[C:18]2[CH:23]=[CH:22][C:21]([C:24]([O:26]C)=[O:25])=[CH:20][CH:19]=2)[CH2:3][CH2:2]1.[OH-].[K+].FC(F)(F)C(O)=O>CO>[C:24]([C:21]1[CH:20]=[CH:19][C:18]([N:9]2[CH:8]=[N:7][C:6]3[C:10]2=[N:11][C:12]([C:14]([F:17])([F:15])[F:16])=[N:13][C:5]=3[NH:4][CH:1]2[CH2:3][CH2:2]2)=[CH:23][CH:22]=1)([OH:26])=[O:25] |f:1.2|. Procedure details: 6-Cyclopropylamino-9-(4-methoxycarbonylphenyl)-2-trifluoromethylpurine (20 mg, 0.053 mmol) was treated with 0.53 mmol of 1-2 M KOH in methanol (containing 5% water) and stirred for 14 hours at room temperature. The reaction mixture was acidified with trifluoroacetic acid (30% in dichloromethane) to pH=2 and concentrated under vacuum. The residue was extracted with 20% methanol in dichloromethane. The extraction was loaded on a silica gel column and eluted with 20% methanol in dichloromethane to ... Reactants: FB(F)F, [Br-], [Br-], C=CCCC1=CC(=O)CC1, C=CCC[Mg+], CCOCC, [Cu]I, [Li+], C1CCOC1. The product is C=CCCC1(CCC=C)CCC(=O)C1. RXN SMILES: [B:14]([F:15])([F:16])[F:17].[Br-:2].[Br-:3].[CH2:18]([CH2:19][CH:20]=[CH2:21])[C:22]1=[CH:23][C:24](=[O:27])[CH2:25][CH2:26]1.[CH2:4]([CH2:5][CH:6]=[CH2:7])[Mg+:8].[CH2:9]([O:10][CH2:11][CH3:12])[CH3:13].[Cu:33][I:34].[Li+:1].[O:28]1[CH2:29][CH2:30][CH2:31][CH2:32]1>>[CH2:4]([CH2:5][CH:6]=[CH2:7])[C:22]1([CH2:18][CH2:19][CH:20]=[CH2:21])[CH2:23][C:24](=[O:27])[CH2:25][CH2:26]1. The reactants are COC1=C(C=CC=C1)C1=NC2=CC=CC=C2C(N1)=O (2-(2′-Methoxyphenyl)-4-quinazolinone), NC1=C(C(=O)N)C=C(C=C1)OC (2-Amino-5-methoxybenzamide), COC=1C=C(C=O)C=CC1 (3-methoxybenzaldehyde). The product is COC=1C=C(C=CC1)C1=NC2=CC=C(C=C2C(N1)=O)OC (2-(3′-Methoxyphenyl)-6-methoxy-4-quinazolinone). Isolated yield 41.3%. Reaction SMILES: COC1C=CC=CC=1C1NC(=O)C2C(=CC=CC=2)N=1.[NH2:20][C:21]1[CH:29]=[CH:28][C:27]([O:30][CH3:31])=[CH:26][C:22]=1[C:23]([NH2:25])=[O:24].[CH3:32][O:33][C:34]1[CH:35]=[C:36]([CH:39]=[CH:40][CH:41]=1)[CH:37]=O>>[CH3:32][O:33][C:34]1[CH:35]=[C:36]([C:37]2[NH:25][C:23](=[O:24])[C:22]3[C:21](=[CH:29][CH:28]=[C:27]([O:30][CH3:31])[CH:26]=3)[N:20]=2)[CH:39]=[CH:40][CH:41]=1. Procedure: According to the preparation of 42, 10 (1.0 g, 6.0 mmol) and 3-methoxybenzaldehyde (34) (0.8 g, 6.0 mmol) were used to afford 52 (0.7 g, 42.4%) as pale yellow needles.